Task: describe an organic reaction: reactants, conditions, products, and yield. Dataset: the Open Reaction Database (ORD), a public repository of structured organic reaction records Starting materials: C(C)(=O)OC(C)=O (acetic anhydride), SCC1(CC2=CC=CC=C2C1)C(=O)NCC(=O)O (N-[[2-(mercaptomethyl)-2,3-dihydro-1H-indene-2-yl]carbonyl]-glycine), S(O)(O)(=O)=O (sulfuric acid), solution, C(C)OCC (ethyl ether). The solvent is C(C)(=O)O (acetic acid). The product is C(C)(=O)SCC1(CC2=CC=CC=C2C1)C(=O)NCC(=O)O (N-[[2-[(Acetylthio)methyl]-2,3-dihydro-1H-indene-2-yl]carbonyl]-glycine). Reaction SMILES: [SH:1][CH2:2][C:3]1([C:12]([NH:14][CH2:15][C:16]([OH:18])=[O:17])=[O:13])[CH2:11][C:10]2[C:5](=[CH:6][CH:7]=[CH:8][CH:9]=2)[CH2:4]1.S(=O)(=O)(O)O.[C:24](OC(=O)C)(=[O:26])[CH3:25].C(OCC)C>C(O)(=O)C>[C:24]([S:1][CH2:2][C:3]1([C:12]([NH:14][CH2:15][C:16]([OH:18])=[O:17])=[O:13])[CH2:11][C:10]2[C:5](=[CH:6][CH:7]=[CH:8][CH:9]=2)[CH2:4]1)(=[O:26])[CH3:25]. Procedure details: Mix N-[[2-(mercaptomethyl)-2,3-dihydro-1H-indene-2-yl]carbonyl]-glycine (17.8 g, 67.2 mmol) and sulfuric acid (0.3 mL of a 10% solution in acetic acid). Add acetic anhydride (6.34 mL, 67.2 mmol) over 10 minutes. Allow to cool, pour into ethyl ether and wash with water three times. Separate the organic phase, dry (MgSO4) and evaporate the solvent in vacuo to give the title compound. The reactants are C(C1=CC=CC=C1)N1CC(CCC1)NC1=CC=CC=C1 ((1-Benzyl-piperidin-3-yl)-phenyl-amine), CCN(C(C)C)C(C)C (i-Pr2NEt), C(CC)(=O)Cl (propionyl chloride). Run in C(Cl)Cl (CH2Cl2), C(Cl)Cl (CH2Cl2). Conditions: time 2 hour. The product is C(C1=CC=CC=C1)N1CC(CCC1)N(C(CC)=O)C1=CC=CC=C1 (N-(1-Benzyl-piperidin-3-yl)-N-phenyl-propionamide). RXN SMILES: [CH2:1]([N:8]1[CH2:13][CH2:12][CH2:11][CH:10]([NH:14][C:15]2[CH:20]=[CH:19][CH:18]=[CH:17][CH:16]=2)[CH2:9]1)[C:2]1[CH:7]=[CH:6][CH:5]=[CH:4][CH:3]=1.CCN(C(C)C)C(C)C.[C:30](Cl)(=[O:33])[CH2:31][CH3:32]>C(Cl)Cl>[CH2:1]([N:8]1[CH2:13][CH2:12][CH2:11][CH:10]([N:14]([C:15]2[CH:20]=[CH:19][CH:18]=[CH:17][CH:16]=2)[C:30](=[O:33])[CH2:31][CH3:32])[CH2:9]1)[C:2]1[CH:3]=[CH:4][CH:5]=[CH:6][CH:7]=1. Reported procedure: To the crude (1-benzyl-piperidin-3-yl)-phenyl-amine (164) (1.11 g) in CH2Cl2 (5 ml) at 0° C. was added i-Pr2NEt (1.45 ml) and propionyl chloride (0.54 ml). The mixture was stirred for 2 hr. The mixture was diluted with CH2Cl2 (20 ml), washed with sat. NaHCO3 (2×10 ml), brine (10 ml) and water (10 ml) and dried with Na2SO4. After filtration, the filtrate was concentrated under vacuum. The residue was purified by silica gel chromatography (0.5% to 2% MeOH in CH2Cl2) to give 165 as a colorless oil.... Reactants: ice water, [OH-].[Li+] (Lithium hydroxide), COC=1C=C(C=O)C=CC1N1C=NC(=C1)C (3-methoxy-4-(4-methyl-1H-imidazol-1-yl)benzaldehyde), ClC=1C=C(C=CC1)[C@@H]1CC[C@@H]2CCC(C(N12)=O)P(OCC)(OCC)=O (diethyl [(3S,8aR)-3-(3-chlorophenyl)-5-oxooctahydroindolizin-6-yl]phosphonate), C(C)O (ethanol). The solvent is O1CCCC1 (tetrahydrofuran). Conditions: time 3 hour. Yields the product ClC=1C=C(C=CC1)[C@@H]1CC[C@@H]2CC\C(\C(N12)=O)=C/C1=CC(=C(C=C1)N1C=NC(=C1)C)OC ((E)-(3S,8aS)-3-(3-chlorophenyl)-6-[3-methoxy-4-(4-methyl-1H-imidazol-1-yl)benzylidene]hexahydroindolizin-5-one). The yield is 75.5%. Reaction SMILES: [OH-].[Li+].[CH3:3][O:4][C:5]1[CH:6]=[C:7]([CH:10]=[CH:11][C:12]=1[N:13]1[CH:17]=[C:16]([CH3:18])[N:15]=[CH:14]1)[CH:8]=O.[Cl:19][C:20]1[CH:21]=[C:22]([C@H:26]2[N:34]3[C@@H:29]([CH2:30][CH2:31][CH:32](P(=O)(OCC)OCC)[C:33]3=[O:35])[CH2:28][CH2:27]2)[CH:23]=[CH:24][CH:25]=1.C(O)C>O1CCCC1>[Cl:19][C:20]1[CH:21]=[C:22]([C@H:26]2[N:34]3[C@@H:29]([CH2:30][CH2:31]/[C:32](=[CH:8]\[C:7]4[CH:10]=[CH:11][C:12]([N:13]5[CH:17]=[C:16]([CH3:18])[N:15]=[CH:14]5)=[C:5]([O:4][CH3:3])[CH:6]=4)/[C:33]3=[O:35])[CH2:28][CH2:27]2)[CH:23]=[CH:24][CH:25]=1 |f:0.1|. Procedure: Lithium hydroxide (0.142 g) was added to a mixed solution of 3-methoxy-4-(4-methyl-1H-imidazol-1-yl)benzaldehyde (0.28 g) and diethyl [(3S,8aR)-3-(3-chlorophenyl)-5-oxooctahydroindolizin-6-yl]phosphonate (0.52 g) in tetrahydrofuran (1 mL)-ethanol (4 mL), and the reaction solution was stirred under shading at room temperature for three hours. The reaction solution was poured into ice water, followed by extraction with ethyl acetate. The extract was washed with brine, dried over anhydrous magnesiu... Starting materials: BrC1=CC=C(C=C1)O (4-bromophenol), COCCl (chloromethyl methyl ether), C(C)OCC (diethyl ether), [OH-].[Na+] (sodium hydroxide). Reagents/catalysts: [Cl-].C(CCC)[N+](CCCC)(CCCC)CCCC (tetrabutylammonium chloride). Run in C(Cl)Cl (methylene chloride). The product is COCOC1=CC=C(C=C1)Br (4-methoxymethoxybromobenzene), oil. Isolated yield 87.0%. Reaction SMILES: [Br:1][C:2]1[CH:7]=[CH:6][C:5]([OH:8])=[CH:4][CH:3]=1.[OH-].[Na+].[CH3:11][O:12][CH2:13]Cl.C(OCC)C>C(Cl)Cl.[Cl-].C([N+](CCCC)(CCCC)CCCC)CCC>[CH3:11][O:12][CH2:13][O:8][C:5]1[CH:6]=[CH:7][C:2]([Br:1])=[CH:3][CH:4]=1 |f:1.2,6.7|. Procedure: 5.2 g (30 mmol) of 4-bromophenol was dissolved in 20 ml of anhydrous methylene chloride, and 1.6 g (5.9 mmol) of tetrabutylammonium chloride and 20 ml (50 mmol) of 2.5N sodium hydroxide solution were added successively under ice cooling and stirring. Further, 3.4 ml (45 mmol) of chloromethyl methyl ether was added, and the mixture was brought back to room temperature and stirred for 30 minutes. After the reaction, diethyl ether was added to the reaction solution to carry out extraction, and the ... The reactants are BrC[Si](Cl)(C)C (bromomethyl-dimethyl-chlorosilane), BrC=1C=C(C=C(C1)C(F)(F)F)N1CCN(CC1)C(=O)OC(C)(C)C (tert-butyl 4-[3-bromo-5-(trifluoromethyl)-phenyl]-1-piperazine carboxylate), solution, C(C)(C)(C)[Li] (tert-butyl lithium), O (Water). The solvent is C(C)OCC (diethyl ether). Run at temperature -65 celsius, time 2 hour. Product: C(C)(C)(C)OC(=O)N1CCN(CC1)C1=CC(=CC(=C1)C(F)(F)F)[Si](C)(C)CBr (tert-Butyl-4-[3-[(bromomethyl)-(dimethyl)silyl]-5-(trifluoromethyl)-phenyl]-1-piperazine carboxylate). As a reaction SMILES: Br[C:2]1[CH:3]=[C:4]([N:12]2[CH2:17][CH2:16][N:15]([C:18]([O:20][C:21]([CH3:24])([CH3:23])[CH3:22])=[O:19])[CH2:14][CH2:13]2)[CH:5]=[C:6]([C:8]([F:11])([F:10])[F:9])[CH:7]=1.C([Li])(C)(C)C.[Br:30][CH2:31][Si:32]([CH3:35])([CH3:34])Cl.O>C(OCC)C>[C:21]([O:20][C:18]([N:15]1[CH2:14][CH2:13][N:12]([C:4]2[CH:5]=[C:6]([C:8]([F:10])([F:9])[F:11])[CH:7]=[C:2]([Si:32]([CH2:31][Br:30])([CH3:35])[CH3:34])[CH:3]=2)[CH2:17][CH2:16]1)=[O:19])([CH3:24])([CH3:23])[CH3:22]. Procedure details: A solution of tert-butyl 4-[3-bromo-5-(trifluoromethyl)-phenyl]-1-piperazine carboxylate (75 g, 183 mmoles) in diethyl ether, previously dried on molecular sieves, (1000 ml) was cooled to −65° C. and a 1.7M solution of tert-butyl lithium (215.6 ml, 366 mmoles) was added. After 30 minutes stirring bromomethyl-dimethyl-chlorosilane (49.9 ml, 366 mmoles) was added dropwise. After 2 hours stirring at −65° C., the reaction mixture was left at room temperature overnight. Water (600 ml) was added and t... The reactants are CNC(=O)C=1C=C2C(=NCC2=CC1OCC)N (N-Methyl-3-amino-6-ethoxy-1H-isoindole-5-carboxamide), BrCC(=O)C=1C=C(C=C(C1)S(F)(F)(F)(F)F)NC(C(F)(F)F)=O (N-[3-(2-bromoacetyl)-5-pentafluorosulfanylphenyl]-2,2,2-trifluoroacetamide). Yields the product FC(C(=O)O)(F)F.NC=1C=C(C=C(C1)S(F)(F)(F)(F)F)C(C)=O (1-[3-amino-5-(pentafluorosulfanyl)phenyl]ethanone trifluoroacetic acid salt). The yield is 72.1%. Reaction SMILES: CNC(C1C=C2C(=CC=1OCC)CN=C2N)=[O:4].Br[CH2:19][C:20]([C:22]1[CH:23]=[C:24]([NH:34][C:35](=[O:40])[C:36]([F:39])([F:38])[F:37])[CH:25]=[C:26]([S:28]([F:33])([F:32])([F:31])([F:30])[F:29])[CH:27]=1)=[O:21]>>[F:37][C:36]([F:39])([F:38])[C:35]([OH:40])=[O:4].[NH2:34][C:24]1[CH:23]=[C:22]([C:20](=[O:21])[CH3:19])[CH:27]=[C:26]([S:28]([F:33])([F:29])([F:30])([F:31])[F:32])[CH:25]=1 |f:2.3|. Reported procedure: N-Methyl-3-amino-6-ethoxy-1H-isoindole-5-carboxamide (30 mg, purchased from Chembiotek) was reacted with N-[3-(2-bromoacetyl)-5-pentafluorosulfanylphenyl]-2,2,2-trifluoroacetamide (50 mg) analogously to example 3b). 31 mg of the desired compound were obtained. Starting materials: CO, [Cl-], ClCCl, Cl, [Na+], O=C(O)C1(C(F)(F)F)CO1. Product: CC(O)(C(=O)O)C(F)(F)F. As a reaction SMILES: [CH3:17][OH:18].[Cl-:13].[Cl:14][CH2:15][Cl:16].[ClH:11].[Na+:12].[O:1]1[C:2]([C:3](=[O:4])[OH:5])([C:7]([F:8])([F:9])[F:10])[CH2:6]1>>[OH:1][C:2]([C:3](=[O:4])[OH:5])([CH3:6])[C:7]([F:8])([F:9])[F:10].